Dataset: the Open Reaction Database (ORD), a public repository of structured organic reaction records. Task: describe an organic reaction: reactants, conditions, products, and yield Reactants: CN(C)C=O (DMF), N (ammonia), N(=C=S)CCCN1C=C(C2=CC=CC=C12)C=1C(NC(C1C1=CN(C2=CC=CC=C12)C)=O)=O (3-[1-(3-isothiocyanatopropyl)-3-indolyl]-4-(1-methyl-3-indolyl)-1H-pyrrole-2,5-dione), saturated solution. The solvent is C(C)O (ethanol), C(C)O (ethanol). Conditions: time 1 hour. The product is CN1C=C(C2=CC=CC=C12)C=1C(NC(C1C1=CN(C2=CC=CC=C12)CCCNC(=S)N)=O)=O (3-(1-methyl-3-indolyl)-4-[1-(3-thioureidopropyl)-3-indolyl]-1H-pyrrole-2,5-dione). As a reaction SMILES: [N:1]([CH2:4][CH2:5][CH2:6][N:7]1[C:15]2[C:10](=[CH:11][CH:12]=[CH:13][CH:14]=2)[C:9]([C:16]2[C:17](=[O:32])[NH:18][C:19](=[O:31])[C:20]=2[C:21]2[C:29]3[C:24](=[CH:25][CH:26]=[CH:27][CH:28]=3)[N:23]([CH3:30])[CH:22]=2)=[CH:8]1)=[C:2]=[S:3].C[N:34](C=O)C.N>C(O)C>[CH3:30][N:23]1[C:24]2[C:29](=[CH:28][CH:27]=[CH:26][CH:25]=2)[C:21]([C:20]2[C:19](=[O:31])[NH:18][C:17](=[O:32])[C:16]=2[C:9]2[C:10]3[C:15](=[CH:14][CH:13]=[CH:12][CH:11]=3)[N:7]([CH2:6][CH2:5][CH2:4][NH:1][C:2]([NH2:34])=[S:3])[CH:8]=2)=[CH:22]1. Procedure details: A suspension of 100 mg of the product of Example 48 in 10 ml of ethanol was treated with 4 ml of DMF and then with 10 ml of a saturated solution of ammonia in ethanol. The mixture was left to stand at room temperature for 1 hour and the solvent was then evaporated. The residue was crystallized from ethanol to give 18 mg of 3-(1-methyl-3-indolyl)-4-[1-(3-thioureidopropyl)-3-indolyl]-1H-pyrrole-2,5-dione, m.p. 166°-168° C. (decomposition).